Dataset: the Open Reaction Database (ORD), a public repository of structured organic reaction records. Task: describe an organic reaction: reactants, conditions, products, and yield Reactants: B1(N2CCC[C@H]2C(O1)(C3=CC=CC=C3)C4=CC=CC=C4)C ((S)-2-methyl-CBS-oxazaborolidine), B.CSC (borane dimethylsulfide), C(C)(C)(C)OC(N[C@@H]1C(N([C@@H](C1)C)CC(C=CC=1C=NC(=NC1)C)=O)=O)=O ({1-[4-(2-methyl-pyrimidin-5-yl)-2-oxo-but-3-enyl]-5(R)-methyl-2-oxo-pyrrolidin-3(S)-yl}-carbamic Acid Tert-butyl Ester), CO (Methanol). The solvent is ClCCl (dichloromethane), C1CCOC1 (THF). Conditions: time 40 minute. Yields the product C(C)(C)(C)OC(N[C@@H]1C(N([C@@H](C1)C)CC(C=CC=1C=NC(=NC1)C)O)=O)=O ({1-[2-Hydroxy-4-(2-methyl-pyrimidin-5-yl)-but-3-enyl]-5(R)-methyl-2-oxo-pyrrolidin-3(S)-yl}-carbamic Acid Tert-butyl Ester). Reaction SMILES: B1(C)OC(C2C=CC=CC=2)(C2C=CC=CC=2)[C@H]2N1CCC2.B.CSC.[C:26]([O:30][C:31](=[O:52])[NH:32][C@H:33]1[CH2:37][C@@H:36]([CH3:38])[N:35]([CH2:39][C:40](=[O:50])[CH:41]=[CH:42][C:43]2[CH:44]=[N:45][C:46]([CH3:49])=[N:47][CH:48]=2)[C:34]1=[O:51])([CH3:29])([CH3:28])[CH3:27].CO>ClCCl.C1COCC1>[C:26]([O:30][C:31](=[O:52])[NH:32][C@H:33]1[CH2:37][C@@H:36]([CH3:38])[N:35]([CH2:39][CH:40]([OH:50])[CH:41]=[CH:42][C:43]2[CH:44]=[N:45][C:46]([CH3:49])=[N:47][CH:48]=2)[C:34]1=[O:51])([CH3:27])([CH3:28])[CH3:29] |f:1.2|. Reported procedure: To a stirred solution of (S)-2-methyl-CBS-oxazaborolidine (6.4 mL, 1M in toluene) in dichloromethane (15 mL) was added a solution of borane-dimethylsulfide (0.64 mL, 10M) and the resulting solution was stirred at ambient temperature for 40 minutes. This solution was added to a stirred solution of 5-1 (800 mg, 2.14 mmol) in THF (30 mL) at −40° C. and the reaction mixture was stirred for 3 hours. Methanol (5 mL) was added and the reaction mixture was concentrated at reduced pressure. The residue w... The reactants are compound, Cl.N1=CC(=CC=C1)NN (3-pyridylhydrazine hydrochloride), ClC=1C=C(C=CC1F)N1N=C(C=C1C1=CC(=CC(=C1)OC(F)(F)F)F)C(=O)O (1-(3-chloro-4-fluorophenyl)-5-(3-fluoro-5-trifluoromethoxyphenyl)-1H-pyrazole-3-carboxylic acid). Product: FC=1C=C(C=C(C1)OC(F)(F)F)C1=CC(=NN1C=1C=NC=CC1)C(=O)O (5-(3-fluoro-5-trifluoromethoxyphenyl)-1-(pyridine-3-yl)-1H-pyrazole-3-carboxylic acid). RXN SMILES: Cl.[N:2]1[CH:7]=[CH:6][CH:5]=[C:4]([NH:8][NH2:9])[CH:3]=1.ClC1C=C(N2[C:22]([C:23]3[CH:28]=[C:27]([O:29][C:30]([F:33])([F:32])[F:31])[CH:26]=[C:25]([F:34])[CH:24]=3)=[CH:21][C:20]([C:35]([OH:37])=[O:36])=N2)C=CC=1F>>[F:34][C:25]1[CH:24]=[C:23]([C:22]2[N:8]([C:4]3[CH:3]=[N:2][CH:7]=[CH:6][CH:5]=3)[N:9]=[C:20]([C:35]([OH:37])=[O:36])[CH:21]=2)[CH:28]=[C:27]([O:29][C:30]([F:33])([F:32])[F:31])[CH:26]=1 |f:0.1|. Procedure details: 1.82 g (4.71 mmol) of the compound from example 1A is reacted with 1.03 g (7.07 mmol) 3-pyridylhydrazine hydrochloride in a manner analogous to the synthesis of the compound from example 8A. Following hydrolysis, 1.12 g (65% of theoretical yield) of the title compound is produced. Reactants: ClP1N(P(N1C1=CC=CC=C1)Cl)C1=CC=CC=C1 (2,4-dichloro-1,3-diphenyl-1,3,2,4-diazadiphosphetidine), C(C)(C)(C)C=1C=C(CCC(=O)OC)C=C(C1O)C(C)(C)C (methyl 3,5-di-tert-butyl-4-hydroxyhydrocinnamate). Run in C(C)N(CC)CC (triethylamine). Product: C(C)(C)(C)C1=C(OP2N(P(N2C2=CC=CC=C2)OC2=C(C=C(C=C2C(C)(C)C)CCC(=O)OC)C(C)(C)C)C2=CC=CC=C2)C(=CC(=C1)CCC(=O)OC)C(C)(C)C (2,4-Di{2,6-di-tert-butyl-4-[2-(methoxycarbonyl)ethyl]phenoxy }-1,3-diphenyl-1,3,2,4diazadiphosphetidine). Reaction SMILES: Cl[P:2]1[N:5]([C:6]2[CH:11]=[CH:10][CH:9]=[CH:8][CH:7]=2)[P:4](Cl)[N:3]1[C:13]1[CH:18]=[CH:17][CH:16]=[CH:15][CH:14]=1.[C:19]([C:23]1[CH:24]=[C:25]([CH:32]=[C:33]([C:36]([CH3:39])([CH3:38])[CH3:37])[C:34]=1[OH:35])[CH2:26][CH2:27][C:28]([O:30][CH3:31])=[O:29])([CH3:22])([CH3:21])[CH3:20]>C(N(CC)CC)C>[C:19]([C:23]1[CH:24]=[C:25]([CH2:26][CH2:27][C:28]([O:30][CH3:31])=[O:29])[CH:32]=[C:33]([C:36]([CH3:39])([CH3:38])[CH3:37])[C:34]=1[O:35][P:2]1[N:5]([C:6]2[CH:11]=[CH:10][CH:9]=[CH:8][CH:7]=2)[P:4]([O:35][C:34]2[C:23]([C:19]([CH3:22])([CH3:21])[CH3:20])=[CH:24][C:25]([CH2:26][CH2:27][C:28]([O:30][CH3:31])=[O:29])=[CH:32][C:33]=2[C:36]([CH3:39])([CH3:38])[CH3:37])[N:3]1[C:13]1[CH:18]=[CH:17][CH:16]=[CH:15][CH:14]=1)([CH3:21])([CH3:22])[CH3:20]. Procedure details: The procedure of Example 1 is repeated using 2,4-dichloro-1,3-diphenyl-1,3,2,4-diazadiphosphetidine, methyl 3,5-di-tert-butyl-4-hydroxyhydrocinnamate and triethylamine to give the title compound.